This data is from the Open Reaction Database (ORD), a public repository of structured organic reaction records. The task is: describe an organic reaction: reactants, conditions, products, and yield Starting materials: CC#N, O=Cc1ccc(O)cc1, CCCCCCI, [K+], [K+], O=C([O-])[O-], O. Yields the product CCCCCCOc1ccc(C=O)cc1. As a reaction SMILES: [CH3:24][C:25]#[N:26].[CH:1](=[O:2])[c:3]1[cH:4][cH:5][c:6]([OH:9])[cH:7][cH:8]1.[I:10][CH2:11][CH2:12][CH2:13][CH2:14][CH2:15][CH3:16].[K+:17].[K+:18].[O-:19][C:20]([O-:21])=[O:22].[OH2:23]>>[CH:1](=[O:2])[c:3]1[cH:4][cH:5][c:6]([O:9][CH2:11][CH2:12][CH2:13][CH2:14][CH2:15][CH3:16])[cH:7][cH:8]1. Starting materials: N#Cc1ncccc1CBr, CCO, CC[O-], Oc1cccc(F)c1, [Na+], [Na]. Yields the product N#Cc1ncccc1COc1cccc(F)c1. Reaction SMILES: [Br:14][CH2:15][c:16]1[c:17]([C:22]#[N:23])[n:18][cH:19][cH:20][cH:21]1.[CH3:24][CH2:25][OH:26].[CH3:2][CH2:3][O-:4].[F:6][c:7]1[cH:8][c:9]([OH:13])[cH:10][cH:11][cH:12]1.[Na+:1].[Na:5]>>[F:6][c:7]1[cH:8][c:9]([O:13][CH2:15][c:16]2[c:17]([C:22]#[N:23])[n:18][cH:19][cH:20][cH:21]2)[cH:10][cH:11][cH:12]1. Reactants: C([O-])([O-])=O.[K+].[K+] (potassium carbonate), CI (methyliodide), ClC1=CC=C(CNC2CCC(CC2)=O)C=C1 (4-[N-(4-chloro-benzyl)-amino]-cyclohexanone). Solvent: CN(C=O)C (dimethylformamide). Run at time 8 hour. Yields the product ClC1=CC=C(CN(C2CCC(CC2)=O)C)C=C1 (4-[N-(4-Chloro-benzyl)-methylamino]-cyclohexanone). As a reaction SMILES: [Cl:1][C:2]1[CH:16]=[CH:15][C:5]([CH2:6][NH:7][CH:8]2[CH2:13][CH2:12][C:11](=[O:14])[CH2:10][CH2:9]2)=[CH:4][CH:3]=1.[C:17](=O)([O-])[O-].[K+].[K+].CI>CN(C)C=O>[Cl:1][C:2]1[CH:16]=[CH:15][C:5]([CH2:6][N:7]([CH3:17])[CH:8]2[CH2:9][CH2:10][C:11](=[O:14])[CH2:12][CH2:13]2)=[CH:4][CH:3]=1 |f:1.2.3|. Procedure: 8.4 g (35 mMol) of 4-[N-(4-chloro-benzyl)-amino]-cyclohexanone are dissolved in 50 ml of absolute dimethylformamide and, after the addition of 2.6 g (18.7 mMol) of potassium carbonate, 5.0 g (35 mMol) of methyliodide are added dropwise at 25°-30° C. After standing overnight the mixture is concentrated, mixed with water and extracted with chloroform. The extracts are dried and concentrated. Starting materials: CO, Cc1c(C=O)c2cc(Cl)ccc2n1-c1ccc(O)cc1, Cl, NO, c1ccncc1. The product is Cc1c(C=NO)c2cc(Cl)ccc2n1-c1ccc(O)cc1. RXN SMILES: [CH3:24][OH:25].[Cl:1][c:2]1[cH:3][c:4]2[c:5]([CH:19]=[O:20])[c:6]([CH3:18])[n:7](-[c:11]3[cH:12][cH:13][c:14]([OH:17])[cH:15][cH:16]3)[c:8]2[cH:9][cH:10]1.[ClH:21].[NH2:22][OH:23].[cH:26]1[cH:27][cH:28][n:29][cH:30][cH:31]1>>[Cl:1][c:2]1[cH:3][c:4]2[c:5]([CH:19]=[N:22][OH:23])[c:6]([CH3:18])[n:7](-[c:11]3[cH:12][cH:13][c:14]([OH:17])[cH:15][cH:16]3)[c:8]2[cH:9][cH:10]1. Starting materials: [Br-], C1CCOC1, COC(=O)c1ccnc(Cl)c1, Fc1ccc(C[Zn+])cc1F, c1ccc(P(c2ccccc2)(c2ccccc2)[Pd](P(c2ccccc2)(c2ccccc2)c2ccccc2)(P(c2ccccc2)(c2ccccc2)c2ccccc2)P(c2ccccc2)(c2ccccc2)c2ccccc2)cc1. Product: COC(=O)c1ccnc(Cc2ccc(F)c(F)c2)c1. Reaction SMILES: [Br-:12].[CH2:23]1[O:24][CH2:25][CH2:26][CH2:27]1.[Cl:1][c:2]1[cH:3][c:4]([C:5](=[O:6])[O:7][CH3:8])[cH:9][cH:10][n:11]1.[F:13][c:14]1[cH:15][c:16]([CH2:17][Zn+:18])[cH:19][cH:20][c:21]1[F:22].[cH:28]1[cH:29][cH:30][c:31]([P:32]([Pd:33]([P:34]([c:35]2[cH:36][cH:37][cH:38][cH:39][cH:40]2)([c:41]2[cH:42][cH:43][cH:44][cH:45][cH:46]2)[c:47]2[cH:48][cH:49][cH:50][cH:51][cH:52]2)([P:53]([c:54]2[cH:55][cH:56][cH:57][cH:58][cH:59]2)([c:60]2[cH:61][cH:62][cH:63][cH:64][cH:65]2)[c:66]2[cH:67][cH:68][cH:69][cH:70][cH:71]2)[P:72]([c:73]2[cH:74][cH:75][cH:76][cH:77][cH:78]2)([c:79]2[cH:80][cH:81][cH:82][cH:83][cH:84]2)[c:85]2[cH:86][cH:87][cH:88][cH:89][cH:90]2)([c:91]2[cH:92][cH:93][cH:94][cH:95][cH:96]2)[c:97]2[cH:98][cH:99][cH:100][cH:101][cH:102]2)[cH:103][cH:104]1>>[c:2]1([CH2:17][c:16]2[cH:15][c:14]([F:13])[c:21]([F:22])[cH:20][cH:19]2)[cH:3][c:4]([C:5](=[O:6])[O:7][CH3:8])[cH:9][cH:10][n:11]1. Reactants: ClCC1=CC=C(C=C1)C(C)NC(C)=O (N-(1-(4-chloromethylphenyl)ethyl)acetamide), COC1=NC(=NC=C1)N1CCNCC1 (1-(4-methoxypyrimidin-2-yl)piperazine). The product is COC1=NC(=NC=C1)N1CCN(CC1)CC1=CC=C(C=C1)C(C)NC(C)=O (N-(1-(4-((4-(4-Methoxypyrimidin-2-yl)piperazin-1-yl)methyl)phenyl)ethyl)acetamide). As a reaction SMILES: Cl[CH2:2][C:3]1[CH:8]=[CH:7][C:6]([CH:9]([NH:11][C:12](=[O:14])[CH3:13])[CH3:10])=[CH:5][CH:4]=1.[CH3:15][O:16][C:17]1[CH:22]=[CH:21][N:20]=[C:19]([N:23]2[CH2:28][CH2:27][NH:26][CH2:25][CH2:24]2)[N:18]=1>>[CH3:15][O:16][C:17]1[CH:22]=[CH:21][N:20]=[C:19]([N:23]2[CH2:24][CH2:25][N:26]([CH2:2][C:3]3[CH:8]=[CH:7][C:6]([CH:9]([NH:11][C:12](=[O:14])[CH3:13])[CH3:10])=[CH:5][CH:4]=3)[CH2:27][CH2:28]2)[N:18]=1. Procedure: By similar reaction and treatment to that in Example 1(5) using N-(1-(4-chloromethylphenyl)ethyl)acetamide obtained in Example 48(3) instead of N-(4-chloromethylphenylmethyl)acetamide and 1-(4-methoxypyrimidin-2-yl)piperazine obtained in Example 98(2) instead of phenylpiperazine, the title compound was obtained as pale-yellow crystals, m.p.=113-115° C. Reactants: C1(=CC=CC=C1)S(=O)(=O)C1=C(NN=C1SC)N (4-benzenesulphonyl-5-methylsulphanyl-2H-pyrazol-3-ylamine), C(C)(=O)C1C(=O)OCC1 (2-acetyl-butyrolactone), C(C)(=O)O (acetic acid), O (H2O). The product is C1(=CC=CC=C1)S(=O)(=O)C=1C(=NN2C1N=C(C(=C2O)CC(=O)OCC)C)SC (ethyl 2-(3-benzenesulphonyl-7-hydroxy-5-methyl-2-methylsulphanyl-pyrazolo[1,5-a]pyrimidin-6-yl)-acetate). Yield: 36.0%. As a reaction SMILES: [C:1]1([S:7]([C:10]2[C:14]([S:15][CH3:16])=[N:13][NH:12][C:11]=2[NH2:17])(=[O:9])=[O:8])[CH:6]=[CH:5][CH:4]=[CH:3][CH:2]=1.[C:18]([CH:21]1[CH2:26][CH2:25][O:24][C:22]1=[O:23])(=O)[CH3:19].[OH2:27].[C:28](O)(=O)[CH3:29]>>[C:1]1([S:7]([C:10]2[C:14]([S:15][CH3:16])=[N:13][N:12]3[C:22]([OH:23])=[C:21]([CH2:26][C:25]([O:24][CH2:28][CH3:29])=[O:27])[C:18]([CH3:19])=[N:17][C:11]=23)(=[O:9])=[O:8])[CH:2]=[CH:3][CH:4]=[CH:5][CH:6]=1. Procedure: A solution of 2.69 g (10 mmol) of 4-benzenesulphonyl-5-methylsulphanyl-2H-pyrazol-3-ylamine and 1.28 g (10 mmol) of 2-acetyl-butyrolactone in 10 ml of acetic acid was heated at reflux for 1.5 hrs. After cooling to RT the mixture was treated with 50 ml of H2O and extracted three times with CH2Cl2. The organic phases were dried (MgSO4), filtered and evaporated. Chromatography (SiO2, CH2Cl2/MeOH 20:1) of the residue yielded 1.5 g (36%) of ethyl 2-(3-benzenesulphonyl-7-hydroxy-5-methyl-2-methylsulph... Yields the product C(C)(C)(C)C1=CC=C(C=C1)C1=C(C=2C(=NC=CN2)N1)CCCNC(=O)NCCC (N-{3-(6-(4-tert-Butylphenyl)-5H-pyrrolo[2,3-b]pyrazin-7-yl)propyl}-N′n-propyl Urea). Run in O1CCCC1 (tetrahydrofuran). Starting materials: C(C)(C)(C)C1=CC=C(C=C1)C1=C(C=2C(=NC=CN2)N1)CCCN (3-(6-(4-tert-Butylphenyl)-5H-pyrrolo[2,3-b]pyrazin-7-yl)propylamine), C(CC)N=C=O (n-propyl-isocyanate), O (water). Reaction SMILES: [C:1]([C:5]1[CH:10]=[CH:9][C:8]([C:11]2[NH:19][C:14]3=[N:15][CH:16]=[CH:17][N:18]=[C:13]3[C:12]=2[CH2:20][CH2:21][CH2:22][NH2:23])=[CH:7][CH:6]=1)([CH3:4])([CH3:3])[CH3:2].[CH2:24]([N:27]=[C:28]=[O:29])[CH2:25][CH3:26].O>O1CCCC1>[C:1]([C:5]1[CH:10]=[CH:9][C:8]([C:11]2[NH:19][C:14]3=[N:15][CH:16]=[CH:17][N:18]=[C:13]3[C:12]=2[CH2:20][CH2:21][CH2:22][NH:23][C:28]([NH:27][CH2:24][CH2:25][CH3:26])=[O:29])=[CH:7][CH:6]=1)([CH3:4])([CH3:2])[CH3:3]. Run at time 12 hour. Procedure: A solution of 3-(6-(4-tert-butylphenyl)-5H-pyrrolo[2,3-b]pyrazin-7-yl)propylamine (0.0324 mmol) [Example 35] in tetrahydrofuran (2 mL) was treated with n-propyl-isocyanate (0.0324 mmol). The solution was stirred at room temperature for 12 hours and then treated with water (3 mL). The resulting precipitate was filtered, then washed with water and then dried under vacuum at 50° C. to give the title compound as a beige solid. MS: 394 (MH+). HPLC (Method C): RT=3.25 minutes. The reactants are O=P(Cl)(Cl)Cl (POCl3), C(=O)(O)[O-].[Na+] (NaHCO3), C(C1=CC=CC=C1)N1CC=2N=CNC(C2CC1)=O (7-Benzyl-5,6,7,8-tetrahydro-3H-pyrido[3,4-d]pyrimidin-4-one), CN(C1=CC=CC=C1)C (N,N-dimethylaniline). Solvent: O (water), C(C)(=O)OCC (ethyl acetate), ClCCCl (1,2-dichloroethane), C(C)(=O)OCC (ethyl acetate). Product: C(C1=CC=CC=C1)N1CC=2N=CN=C(C2CC1)Cl (7-Benzyl-4-chloro-5,6,7,8-tetrahydropyrido[3,4-d]pyrimidine). The yield is 37.5%. As a reaction SMILES: [CH2:1]([N:8]1[CH2:17][CH2:16][C:15]2[C:14](=O)[NH:13][CH:12]=[N:11][C:10]=2[CH2:9]1)[C:2]1[CH:7]=[CH:6][CH:5]=[CH:4][CH:3]=1.O=P(Cl)(Cl)[Cl:21].CN(C)C1C=CC=CC=1.C([O-])(O)=O.[Na+]>ClCCCl.C(OCC)(=O)C.O>[CH2:1]([N:8]1[CH2:17][CH2:16][C:15]2[C:14]([Cl:21])=[N:13][CH:12]=[N:11][C:10]=2[CH2:9]1)[C:2]1[CH:7]=[CH:6][CH:5]=[CH:4][CH:3]=1 |f:3.4|. Procedure: 7-Benzyl-5,6,7,8-tetrahydro-3H-pyrido[3,4-d]pyrimidin-4-one (9.4 g, 39 mmol) was dissolved in anhydrous 1,2-dichloroethane and stirred under N2(g) atmosphere. To the mixture was added POCl3 (29 mL, 312 mmol), followed by N,N-dimethylaniline (4.75 g, 39 mmol). The mixture was refluxed for 2 h and the solvents were removed under vacuum to give a red residue. The residue was dissolved in 20 mL of ethyl acetate and 20 ml of water was added. The solution was neutralized with ice and solid NaHCO3. Aft...